From a dataset of the Open Reaction Database (ORD), a public repository of structured organic reaction records. describe an organic reaction: reactants, conditions, products, and yield The reactants are Cl (hydrogen chloride), FC(F)(F)C1=C(OC2=NC=CN=C2C#N)C=CC=C1 (2-(trifluoromethylphenoxy)-3-cyanopyrazine), CO (methanol), O (water). The product is FC(F)(F)C1=C(OC2=NC=CN=C2C(=O)OC)C=CC=C1 (methyl 2-(trifluoromethylphenoxy)pyrazine-3-carboxylate). RXN SMILES: Cl.[F:2][C:3]([C:6]1[CH:20]=[CH:19][CH:18]=[CH:17][C:7]=1[O:8][C:9]1[C:14]([C:15]#N)=[N:13][CH:12]=[CH:11][N:10]=1)([F:5])[F:4].[OH2:21].[CH3:22][OH:23]>>[F:2][C:3]([C:6]1[CH:20]=[CH:19][CH:18]=[CH:17][C:7]=1[O:8][C:9]1[C:14]([C:15]([O:23][CH3:22])=[O:21])=[N:13][CH:12]=[CH:11][N:10]=1)([F:5])[F:4]. Reported procedure: A stream of dry hydrogen chloride is passed into a solution of 5.3 g (20 mmol) of 2-(trifluoromethylphenoxy)-3-cyanopyrazine in 320 ml of dry methanol at 0° C. until saturation is reached. The reaction mixture is cooled to room temperature and, after 2 hours, 320 ml of distilled water are added. The solution is extracted with diethyl ether and the organic phase is washed with distilled water, dried over magnesium sulfate, filtered and freed from the solvent under reduced pressure. The crude prod... The reactants are COC=1N=NC(=CC1)S(=O)(=O)C=1OC2=C(C1C)C=C(C=C2)Cl (3-methoxy-6-(5-chloro-3-methyl-benzofuran-2-sulfonyl)-pyridazine), Cl (HCl). The solvent is O1CCOCC1 (dioxane). Conditions: temperature 100 celsius. The product is CC1=C(OC2=C1C=CC=C2)S(=O)(=O)C=2C=CC(NN2)=O (6-(3-Methyl-benzofuran-2-sulfonyl)-2H-pyridazin-3-one). Reaction SMILES: C[O:2][C:3]1[N:4]=[N:5][C:6]([S:9]([C:12]2[O:13][C:14]3[CH:21]=[CH:20][C:19](Cl)=[CH:18][C:15]=3[C:16]=2[CH3:17])(=[O:11])=[O:10])=[CH:7][CH:8]=1.Cl>O1CCOCC1>[CH3:17][C:16]1[C:15]2[CH:18]=[CH:19][CH:20]=[CH:21][C:14]=2[O:13][C:12]=1[S:9]([C:6]1[CH:7]=[CH:8][C:3](=[O:2])[NH:4][N:5]=1)(=[O:11])=[O:10]. Procedure: A mixture of 3-methoxy-6-(5-chloro-3-methyl-benzofuran-2-sulfonyl)-pyridazine (0.5 mmol, 162 mg), conc. HCl (1 mL), and dioxane (3 mL) was heated at 100° C. for 2 hours. The reaction mixture was cooled and evaporated to dryness. Water (10 mL) was added to the residue. The resulting yellow precipitate was collected and crystallized from ethanol to obtain the desired product: 6-(3-methyl-benzofuran-2-sulfonyl)-2H-pyridazin-3-one (73%, 113 mg); mp 247° C.-248° C. Starting materials: CC(=O)O, O=N[O-], [Na+], O, O=C(O)C1NCCS1. Yields the product O=NN1CCSC1C(=O)O. As a reaction SMILES: [CH3:13][C:14](=[O:15])[OH:16].[N:9](=[O:10])[O-:11].[Na+:12].[OH2:17].[S:1]1[CH:2]([C:6](=[O:7])[OH:8])[NH:3][CH2:4][CH2:5]1>>[S:1]1[CH:2]([C:6](=[O:7])[OH:8])[N:3]([N:9]=[O:10])[CH2:4][CH2:5]1. Reactants: N1(CCN2N=CC=C21)C[C@H]2N(C[C@H](C2)SC2=C(N1C([C@@H]([C@H]1[C@H]2C)[C@@H](C)O)=O)C(=O)OCC2=CC=C(C=C2)[N+](=O)[O-])C(=O)OCC2=CC=C(C=C2)[N+](=O)[O-] (4-nitrobenzyl (4R,5S,6S)-3-[(2S,4S)-2-(2,3-dihydro-1H-imidazo[1,2-b]pyrazol-1-yl)methyl-1-(4-nitrobenzyloxycarbonyl) pyrrolidin-4-yl]thio-6-[(1R)-1-hydroxyethyl]-4-methyl-7-oxo-1-azabicyclo[3.2.0]hept-2-ene-2-carboxylate), P(O)(O)(O)=O (phosphoric acid), [H][H] (hydrogen). Reagents/catalysts: [OH-].[OH-].[Pd+2] (palladium hydroxide on carbon). The solvent is O1CCCC1 (tetrahydrofuran). Product: N1(CCN2N=CC=C21)C[C@H]2NC[C@H](C2)SC2=C(N1C([C@@H]([C@H]1[C@H]2C)[C@@H](C)O)=O)C(=O)O ((4R,5S,6S)-3-[(2S,4S)-2-(2,3-dihydro-1H-imidazo[1,2-b]pyrazol-1-yl)methylpyrrolidin-4-yl ]thio-6-[(1R)-1-hydroxyethyl]-4-methyl-7-oxo-1-azabicyclo [3.2.0]hept-2-ene-2-carboxylic acid). Isolated yield 71.5%. RXN SMILES: [N:1]1([CH2:9][C@@H:10]2[CH2:14][C@H:13]([S:15][C:16]3[C@H:22]([CH3:23])[C@H:21]4[N:18]([C:19](=[O:27])[C@@H:20]4[C@H:24]([OH:26])[CH3:25])[C:17]=3[C:28]([O:30]CC3C=CC([N+]([O-])=O)=CC=3)=[O:29])[CH2:12][N:11]2C(OCC2C=CC([N+]([O-])=O)=CC=2)=O)[C:8]2[N:4]([N:5]=[CH:6][CH:7]=2)[CH2:3][CH2:2]1.P(=O)(O)(O)O.[H][H]>[OH-].[OH-].[Pd+2].O1CCCC1>[N:1]1([CH2:9][C@@H:10]2[CH2:14][C@H:13]([S:15][C:16]3[C@H:22]([CH3:23])[C@H:21]4[N:18]([C:19](=[O:27])[C@@H:20]4[C@H:24]([OH:26])[CH3:25])[C:17]=3[C:28]([OH:30])=[O:29])[CH2:12][NH:11]2)[C:8]2[N:4]([N:5]=[CH:6][CH:7]=2)[CH2:3][CH2:2]1 |f:3.4.5|. Procedure: A solution of 4-nitrobenzyl (4R,5S,6S)-3-[(2S,4S)-2-(2,3-dihydro-1H-imidazo[1,2-b]pyrazol-1-yl)methyl-1-(4-nitrobenzyloxycarbonyl) pyrrolidin-4-yl]thio-6-[(1R)-1-hydroxyethyl]-4-methyl-7-oxo-1-azabicyclo[3.2.0]hept-2-ene-2-carboxylate (0.70 g), 20% palladium hydroxide on carbon (0.4 g), 01 M phosphoric acid buffer (pH=6.0, 35 ml) and tetrahydrofuran (35 ml) was stirred for 5 hours under atmospheric pressure of hydrogen at ambient temperature. After the catalyst was filtered off, the filtrate was... Procedure details: A mixture of (4-iodopyrazol-1-yl)-acetic acid methyl ester (124 mg, 0.467 mmol), 3-benzothiazol-2-yl-5-(4,4,5,5-tetramethyl-1,3,2-dioxaborolan-2-yl)-pyridin-2-ylamine (BB8) (150.0 mg, 0.4246 mmol), Pd(PPh3)4 (40 mg, 0.03 mmol), potassium fluoride (74.0 mg, 1.27 mmol) and 4:1 dioxane:water (4:1, 1,4-dioxane:H2O, 6 mL) was heated in the microwave reactor at 85° C. for 30 min. The solution was concentrated in vacuo and dry-loaded onto silica gel for column chromatography. The material was eluted wi... Reaction conditions: temperature 85 celsius. Starting materials: COC(CN1N=CC(=C1)I)=O ((4-iodopyrazol-1-yl)-acetic acid methyl ester), S1C(=NC2=C1C=CC=C2)C=2C(=NC=C(C2)B2OC(C(O2)(C)C)(C)C)N (3-Benzothiazol-2-yl-5-(4,4,5,5-tetramethyl-[1,3,2]dioxaborolan-2-yl)-pyridin-2-ylamine), [F-].[K+] (potassium fluoride). Reaction SMILES: C[O:2][C:3](=[O:11])[CH2:4][N:5]1[CH:9]=[C:8](I)[CH:7]=[N:6]1.[S:12]1[C:16]2[CH:17]=[CH:18][CH:19]=[CH:20][C:15]=2[N:14]=[C:13]1[C:21]1[C:22]([NH2:36])=[N:23][CH:24]=[C:25](B2OC(C)(C)C(C)(C)O2)[CH:26]=1.[F-].[K+]>C1C=CC([P]([Pd]([P](C2C=CC=CC=2)(C2C=CC=CC=2)C2C=CC=CC=2)([P](C2C=CC=CC=2)(C2C=CC=CC=2)C2C=CC=CC=2)[P](C2C=CC=CC=2)(C2C=CC=CC=2)C2C=CC=CC=2)(C2C=CC=CC=2)C2C=CC=CC=2)=CC=1.O1CCOCC1.O>[NH2:36][C:22]1[N:23]=[CH:24][C:25]([C:8]2[CH:7]=[N:6][N:5]([CH2:4][C:3]([OH:2])=[O:11])[CH:9]=2)=[CH:26][C:21]=1[C:13]1[S:12][C:16]2[CH:17]=[CH:18][CH:19]=[CH:20][C:15]=2[N:14]=1 |f:2.3,5.6,^1:42,44,63,82|. The solvent is O1CCOCC1.O (dioxane water). Reagents/catalysts: C=1C=CC(=CC1)[P](C=2C=CC=CC2)(C=3C=CC=CC3)[Pd]([P](C=4C=CC=CC4)(C=5C=CC=CC5)C=6C=CC=CC6)([P](C=7C=CC=CC7)(C=8C=CC=CC8)C=9C=CC=CC9)[P](C=1C=CC=CC1)(C=1C=CC=CC1)C=1C=CC=CC1 (Pd(PPh3)4). Product: NC1=C(C=C(C=N1)C=1C=NN(C1)CC(=O)O)C=1SC2=C(N1)C=CC=C2 ([4-(6-Amino-5-benzothiazol-2-ylpyridin-3-yl)-pyrazol-1-yl]-acetic acid).